The task is: describe an organic reaction: reactants, conditions, products, and yield. This data is from the Open Reaction Database (ORD), a public repository of structured organic reaction records. Starting materials: N1C=NC=C1 (imidazole), C(C)(C)(C)[Si](C)(C)Cl (tert-butylchlorodimethysilane), S(O)(O)(=O)=O (sulfuric acid), [Cr](=O)(=O)(O)O (chromic acid), O (water), crude product, C([O-])(O)=O.[Na+] (sodium bicarbonate), C1(CCCC(CCC1)O)O (1,5-cyclooctanediol), CC(=O)C.OS(=O)(=O)O.O=[Cr](=O)=O (Jones reagent). The solvent is CN(C=O)C (dimethylformamide), CC(C)O (2-propanol), CC(=O)C (acetone). Product: C(C)(C)(C)C1CCC(C(CCC1)=O)O[SiH](C)C (5-(Tert-butyl)dimethylsilyloxy-1-cyclooctanone). As a reaction SMILES: [CH:1]1(O)[CH2:8][CH2:7][CH2:6][CH:5]([OH:9])[CH2:4][CH2:3][CH2:2]1.[CH3:11][C:12]([CH3:14])=O.OS(O)(=O)=O.O=[Cr](=O)=O.S(=O)(=O)(O)O.[Cr](O)(O)(=O)=O.N1C=CN=[CH:35]1.[C:39]([Si:43](Cl)(C)[CH3:44])(C)(C)C.C(=O)(O)[O-].[Na+].[OH2:52]>CC(C)=O.CN(C)C=O.CC(O)C>[C:12]([CH:8]1[CH2:1][CH2:2][CH2:3][C:4](=[O:52])[CH:5]([O:9][SiH:43]([CH3:44])[CH3:39])[CH2:6][CH2:7]1)([CH3:14])([CH3:35])[CH3:11] |f:1.2.3,8.9|. Procedure: 9.8 g of 1,5-cyclooctanediol was dissolved in 150 ml of acetone, and to the solution was added Jones reagent prepared with 11.5 ml of sulfuric acid, 13 g of chromic acid and 20 ml of water. The solution was stirred at room temperature for fifteen minutes. To the reaction solution was added 2 ml of 2-propanol. Then, the solution was filtered through Celite. The residue was washed with dichloromethane and the washing solution was combined with the filtrate. The filtrate was washed with water and a... Reactants: Brc1ccccn1, COC(=O)c1ccccc1, CC(=O)[O-], CC(=O)[O-], C1CCOC1, COC(=O)C1(NC(=O)c2ccc3c(C4CCCC4)c(Cl)n(C)c3c2)CCC1, CN1CCCC1=O, c1ccc(-c2ccccc2P(C2CCCCC2)C2CCCCC2)cc1, [Pd+2]. Yields the product COC(=O)C1(NC(=O)c2ccc3c(C4CCCC4)c(-c4ccccn4)n(C)c3c2)CCC1. Reaction SMILES: [Br:6][c:7]1[cH:8][cH:9][cH:10][cH:11][n:12]1.[C:13]([O:14][CH3:15])(=[O:16])[c:17]1[cH:18][cH:19][cH:20][cH:21][cH:22]1.[C:75]([O-:76])(=[O:77])[CH3:78].[C:80]([O-:81])(=[O:82])[CH3:83].[CH2:1]1[O:2][CH2:3][CH2:4][CH2:5]1.[CH3:48][O:49][C:50](=[O:51])[C:52]1([NH:56][C:57](=[O:58])[c:59]2[cH:60][cH:61][c:62]3[c:63]([CH:70]4[CH2:71][CH2:72][CH2:73][CH2:74]4)[c:64]([Cl:69])[n:65]([CH3:68])[c:66]3[cH:67]2)[CH2:53][CH2:54][CH2:55]1.[CH3:84][N:85]1[CH2:86][CH2:87][CH2:88][C:89]1=[O:90].[CH:23]1([P:24]([CH:25]2[CH2:26][CH2:27][CH2:28][CH2:29][CH2:30]2)[c:31]2[cH:32][cH:33][cH:34][cH:35][c:36]2-[c:37]2[cH:38][cH:39][cH:40][cH:41][cH:42]2)[CH2:43][CH2:44][CH2:45][CH2:46][CH2:47]1.[Pd+2:79]>>[c:7]1(-[c:64]2[c:63]([CH:70]3[CH2:71][CH2:72][CH2:73][CH2:74]3)[c:62]3[cH:61][cH:60][c:59]([C:57]([NH:56][C:52]4([C:50]([O:49][CH3:48])=[O:51])[CH2:53][CH2:54][CH2:55]4)=[O:58])[cH:67][c:66]3[n:65]2[CH3:68])[cH:8][cH:9][cH:10][cH:11][n:12]1. Starting materials: Cn1cc(NC(=O)c2cc(NC(=O)c3cc([N+](=O)[O-])nn3C)cn2C)cc1C(=O)NCCC(=N)N, CC#N, Cl, [Na+], [OH-], O. The product is Cn1cc(NC(=O)c2cc(NC(=O)c3cc([N+](=O)[O-])nn3C)cn2C)cc1C(=O)NCCC(N)=O. As a reaction SMILES: [CH3:2][n:3]1[c:4]([C:29](=[O:30])[NH:31][CH2:32][CH2:33][C:34](=[NH:35])[NH2:36])[cH:5][c:6]([NH:8][C:9](=[O:10])[c:11]2[n:12]([CH3:28])[cH:13][c:14]([NH:16][C:17](=[O:18])[c:19]3[cH:20][c:21]([N+:25](=[O:26])[O-:27])[n:22][n:23]3[CH3:24])[cH:15]2)[cH:7]1.[CH3:38][C:39]#[N:40].[ClH:1].[Na+:42].[OH-:41].[OH2:37]>>[CH3:2][n:3]1[c:4]([C:29](=[O:30])[NH:31][CH2:32][CH2:33][C:34]([NH2:36])=[O:37])[cH:5][c:6]([NH:8][C:9](=[O:10])[c:11]2[n:12]([CH3:28])[cH:13][c:14]([NH:16][C:17](=[O:18])[c:19]3[cH:20][c:21]([N+:25](=[O:26])[O-:27])[n:22][n:23]3[CH3:24])[cH:15]2)[cH:7]1. Reactants: C(C)(=O)[O-].C(C)(=O)[O-].C(C)(=O)[O-].C(C)(=O)[O-].[Pb+4] (lead tetraacetate), C1(CCCCC1)C[C@@H]1N(C(O[C@H]1C[C@H](C(CO)O)C(C)C)(C)C)C(=O)OC(C)(C)C (t-butyl (4S,5S)-4-(cyclohexylmethyl)-5-[(2S,3RS)-3,4-dihydroxy-2-isopropylbutyl]-2,2-dimethyl-3-oxazolidinecarboxylate), CCOCC (ether). Solvent: C1=CC=CC=C1 (benzene). Reaction conditions: time 15 minute. Product: C1(CCCCC1)C[C@@H]1N(C(O[C@H]1C[C@@H](C(C)C)C=O)(C)C)C(=O)OC(C)(C)C (t-butyl (4S,5S)-4-(cyclohexylmethyl)-5-[(S)-2-formyl-3-methylbutyl]-2,2-dimethyl-3-oxazolidinecarboxylate). Isolated yield 85.9%. RXN SMILES: [CH:1]1([CH2:7][C@H:8]2[C@H:12]([CH2:13][C@@H:14]([CH:19]([CH3:21])[CH3:20])[CH:15]([OH:18])CO)[O:11][C:10]([CH3:23])([CH3:22])[N:9]2[C:24]([O:26][C:27]([CH3:30])([CH3:29])[CH3:28])=[O:25])[CH2:6][CH2:5][CH2:4][CH2:3][CH2:2]1.C([O-])(=O)C.C([O-])(=O)C.C([O-])(=O)C.C([O-])(=O)C.[Pb+4].CCOCC>C1C=CC=CC=1>[CH:1]1([CH2:7][C@H:8]2[C@H:12]([CH2:13][C@H:14]([CH:15]=[O:18])[CH:19]([CH3:21])[CH3:20])[O:11][C:10]([CH3:22])([CH3:23])[N:9]2[C:24]([O:26][C:27]([CH3:29])([CH3:28])[CH3:30])=[O:25])[CH2:2][CH2:3][CH2:4][CH2:5][CH2:6]1 |f:1.2.3.4.5|. Procedure details: 20.0 g (46.8 mmol) of t-butyl (4S,5S)-4-(cyclohexylmethyl)-5-[(2S,3RS)-3,4-dihydroxy-2-isopropylbutyl]-2,2-dimethyl-3-oxazolidinecarboxylate are dissolved in 250 ml of benzene, cooled to 5° and treated portionwise within 10 minutes with 20.8 g (47 mmol) of lead tetraacetate. After stirring at 5° for 4 hours 500 ml of ether are added and the reaction mixture is stirred for a further 15 minutes. Thereafter, the reaction mixture is filtered and the filtrate is evaporated under reduced pressure. Chr... The reactants are CCOC(=O)c1c(Sc2ccccc2)n(C2CC2)c2c(F)c(F)c(F)c(F)c2c1=O, O=C(OO)c1cccc(Cl)c1, ClCCl. The product is CCOC(=O)c1c(S(=O)c2ccccc2)n(C2CC2)c2c(F)c(F)c(F)c(F)c2c1=O. Reaction SMILES: [CH:1]1([n:4]2[c:5]([S:24][c:25]3[cH:26][cH:27][cH:28][cH:29][cH:30]3)[c:6]([C:19](=[O:20])[O:21][CH2:22][CH3:23])[c:7](=[O:18])[c:8]3[c:9]([F:17])[c:10]([F:16])[c:11]([F:15])[c:12]([F:14])[c:13]23)[CH2:2][CH2:3]1.[Cl:31][c:32]1[cH:33][cH:34][cH:35][c:36]([C:37]([O:38][OH:40])=[O:39])[cH:41]1.[Cl:42][CH2:43][Cl:44]>>[CH:1]1([n:4]2[c:5]([S:24]([c:25]3[cH:26][cH:27][cH:28][cH:29][cH:30]3)=[O:39])[c:6]([C:19](=[O:20])[O:21][CH2:22][CH3:23])[c:7](=[O:18])[c:8]3[c:9]([F:17])[c:10]([F:16])[c:11]([F:15])[c:12]([F:14])[c:13]23)[CH2:2][CH2:3]1.